This data is from the Open Reaction Database (ORD), a public repository of structured organic reaction records. The task is: describe an organic reaction: reactants, conditions, products, and yield Reactants: CC(CN(C1=NC(=NC(=C1)N1CCN(CCC1)C)NC=1C=C(C(=O)NOC)C=CC1C)C)(C)C (3-[4-[(2,2-dimethyl-propyl)-methyl-amino]-6-(4-methyl-[1,4]diazepan-1-yl)-pyrimidin-2-ylamino]-N-methoxy-4-methyl-benzamide), [C-]#N.[Na+] (sodium cyanide), BrBr (bromine). Run in [Na].C([O-])(O)=O (sodium bicarbonate), C(Cl)Cl (methylene chloride), O (water). Run at time 16 hour. Product: C(#N)C=1C(=NC(=NC1N1CCN(CCC1)C)NC=1C=C(C(=O)NOC)C=CC1C)N(C)CC(C)(C)C (3-[5-Cyano-4-[(2,2-dimethyl-propyl)-methyl-amino]-6-(4-methyl-[1,4]diazepan-1-yl)-pyrimidin-2-ylamino]-N-methoxy-4-methyl-benzamide). As a reaction SMILES: [CH3:1][C:2]([CH3:34])([CH3:33])[CH2:3][N:4]([CH3:32])[C:5]1[CH:10]=[C:9]([N:11]2[CH2:17][CH2:16][CH2:15][N:14]([CH3:18])[CH2:13][CH2:12]2)[N:8]=[C:7]([NH:19][C:20]2[CH:21]=[C:22]([CH:28]=[CH:29][C:30]=2[CH3:31])[C:23]([NH:25][O:26][CH3:27])=[O:24])[N:6]=1.[C-:35]#[N:36].[Na+].BrBr>[Na].C(=O)(O)[O-].C(Cl)Cl.O>[C:35]([C:10]1[C:5]([N:4]([CH2:3][C:2]([CH3:34])([CH3:33])[CH3:1])[CH3:32])=[N:6][C:7]([NH:19][C:20]2[CH:21]=[C:22]([CH:28]=[CH:29][C:30]=2[CH3:31])[C:23]([NH:25][O:26][CH3:27])=[O:24])=[N:8][C:9]=1[N:11]1[CH2:17][CH2:16][CH2:15][N:14]([CH3:18])[CH2:13][CH2:12]1)#[N:36] |f:1.2,4.5,^1:39|. Reported procedure: To a stirred mixture of 3-[4-[(2,2-dimethyl-propyl)-methyl-amino]-6-(4-methyl-[1,4]diazepan-1-yl)-pyrimidin-2-ylamino]-N-methoxy-4-methyl-benzamide (140 mg, 0.29 mmol) and sodium cyanide (0.044 g, 0.89 mmol) in sat. aq. sodium-bicarbonate (1 mL) and methylene chloride (3 mL) was added bromine (0.045 mL, 0.87 mmol). The resulting mixture was stirred for 16 h at room temp, then diluted with water and extracted with methylene chloride (2×15 mL). The combined organic layer was dried (sodium sulfate)... Starting materials: C([O-])(O)=O.[Na+] (sodium bicarbonate), COC1=CC(=C(C2=CC=CC=C12)O)CC=C (4-methoxy-2-(2-propenyl)-1-naphthalenol), O1CCCC=C1 (dihydropyran), Cl.[NH+]1=CC=CC=C1 (pyridinium hydrochloride). Run in C(Cl)Cl (methylene chloride). Product: COC1=CC(=C(C2=CC=CC=C12)OC1OCCCC1)CC=C (Tetrahydro-2-[[4-methoxy-2-(2-propenyl)-1-naphthalenyl]oxy]-2H-Pyran). Reaction SMILES: [CH3:1][O:2][C:3]1[C:12]2[C:7](=[CH:8][CH:9]=[CH:10][CH:11]=2)[C:6]([OH:13])=[C:5]([CH2:14][CH:15]=[CH2:16])[CH:4]=1.[O:17]1[CH:22]=[CH:21][CH2:20][CH2:19][CH2:18]1.Cl.[NH+]1C=CC=CC=1.C(=O)(O)[O-].[Na+]>C(Cl)Cl>[CH3:1][O:2][C:3]1[C:12]2[C:7](=[CH:8][CH:9]=[CH:10][CH:11]=2)[C:6]([O:13][CH:18]2[CH2:19][CH2:20][CH2:21][CH2:22][O:17]2)=[C:5]([CH2:14][CH:15]=[CH2:16])[CH:4]=1 |f:2.3,4.5|. Procedure: A solution of 4-methoxy-2-(2-propenyl)-1-naphthalenol (0.28 g), dihydropyran (0.60 ml) and pyridinium hydrochloride (32 mg) all in 5 ml of methylene chloride is stirred under a nitrogen atmosphere for 16 hrs at which time TLC analysis indicates the reaction is complete. The solution is poured into 25 ml of saturated aqueous sodium bicarbonate and extracted with ether. The organic phase is washed two times with brine, dried with magnesium sulfate, filtered and concentrated to give 0.42 g of crude... Run at time 24 hour. The product is C(C)(C)(C)OC(=O)N1CCC(CC1)OC1=CC=C(C=C1)N(CC(=O)OCC)CC1=NC2=C(N1CC(NC1CCCCC1)=O)C=CC(=C2)C#N (2-[N-[4-(1-tert-Butoxycarbonylpiperidin-4-yloxy)phenyl]-N-ethoxycarbonylmethyl-aminomethyl]-1-(cyclohexylcarbamoylmethyl)-5-cyanobenzimidazole). As a reaction SMILES: [C:1]([O:5][C:6]([N:8]1[CH2:13][CH2:12][CH:11]([O:14][C:15]2[CH:20]=[CH:19][C:18]([NH:21][CH2:22][C:23]3[N:27]([CH2:28][C:29](=[O:37])[NH:30][CH:31]4[CH2:36][CH2:35][CH2:34][CH2:33][CH2:32]4)[C:26]4[CH:38]=[CH:39][C:40]([C:42]#[N:43])=[CH:41][C:25]=4[N:24]=3)=[CH:17][CH:16]=2)[CH2:10][CH2:9]1)=[O:7])([CH3:4])([CH3:3])[CH3:2].C(=O)([O-])[O-].[K+].[K+].Br[CH2:51][C:52]([O:54][CH2:55][CH3:56])=[O:53].O>CN(C)C=O>[C:1]([O:5][C:6]([N:8]1[CH2:9][CH2:10][CH:11]([O:14][C:15]2[CH:20]=[CH:19][C:18]([N:21]([CH2:22][C:23]3[N:27]([CH2:28][C:29](=[O:37])[NH:30][CH:31]4[CH2:32][CH2:33][CH2:34][CH2:35][CH2:36]4)[C:26]4[CH:38]=[CH:39][C:40]([C:42]#[N:43])=[CH:41][C:25]=4[N:24]=3)[CH2:51][C:52]([O:54][CH2:55][CH3:56])=[O:53])=[CH:17][CH:16]=2)[CH2:12][CH2:13]1)=[O:7])([CH3:4])([CH3:2])[CH3:3] |f:1.2.3|. Solvent: CN(C=O)C (dimethylformamide). Reactants: O (water), C([O-])([O-])=O.[K+].[K+] (potassium carbonate), BrCC(=O)OCC (ethyl bromoacetate), C(C)(C)(C)OC(=O)N1CCC(CC1)OC1=CC=C(C=C1)NCC1=NC2=C(N1CC(NC1CCCCC1)=O)C=CC(=C2)C#N (2-[4-(1-tert-butoxycarbonylpiperidin-4-yloxy)-phenylaminomethyl]-1-(cyclohexylcarbamoylmethyl)-5-cyanobenzimidazole), C([O-])([O-])=O.[K+].[K+] (potassium carbonate), BrCC(=O)OCC (ethyl bromoacetate), BrCC(=O)OCC (ethyl bromoacetate). Procedure details: To a solution of 2-[4-(1-tert-butoxycarbonylpiperidin-4-yloxy)-phenylaminomethyl]-1-(cyclohexylcarbamoylmethyl)-5-cyanobenzimidazole (247 mg) in dimethylformamide (2.5 ml) were added potassium carbonate (175 mg) and ethyl bromoacetate (0.07 ml), and the mire was stirred at room temperature for 24 hours. Thereto were added potassium carbonate (175 mg) and ethyl bromoacetate (0.07 ml), and the mixture was stirred at room temperature for 24 hours. Further, ethyl bromoacetate (0.07 ml) was added, an... RXN SMILES: [CH3:1][CH:2]1[C:7]([C:8]2[CH:16]=[CH:15][C:11]([C:12]([OH:14])=O)=[CH:10][CH:9]=2)=[CH:6][CH2:5][CH2:4][CH2:3]1.[CH:17]1[CH:18]=[CH:19][N:20]2[CH2:26][C:25]3[CH:27]=[CH:28][CH:29]=[CH:30][C:24]=3[NH:23][CH2:22][C:21]=12>>[CH:17]1[CH:18]=[CH:19][N:20]2[CH2:26][C:25]3[CH:27]=[CH:28][CH:29]=[CH:30][C:24]=3[N:23]([C:12]([C:11]3[CH:10]=[CH:9][C:8]([C:7]4[CH:2]([CH3:1])[CH2:3][CH2:4][CH2:5][CH:6]=4)=[CH:16][CH:15]=3)=[O:14])[CH2:22][C:21]=12. Yields the product C=1C=CN2C1CN(C1=C(C2)C=CC=C1)C(=O)C1=CC=C(C=C1)C1=CCCCC1C ((10,11-Dihydro-5H-pyrrolo[2,1-c][1,4]benzodiazepin-10-yl)-[4-(6-methyl-cyclohex-1-en-1-yl)-phenyl]-methanone). Starting materials: CC1CCCC=C1C1=CC=C(C(=O)O)C=C1 (4-(6-Methyl-cyclohex-1-en-1-yl)-benzoic acid), C=1C=CN2C1CNC1=C(C2)C=CC=C1 (10,11-dihydro-5H-pyrrolo[2,1-c][1,4]benzodiazepine). Yield: 96.8%. Reported procedure: 4-(6-Methyl-cyclohex-1-en-1-yl)-benzoic acid of Step B (0.070 g, 0.324 mmol) and 10,11-dihydro-5H-pyrrolo[2,1-c][1,4]benzodiazepine (0.066 g, 0.356 mmol) were reacted in the manner of Example 15, Step D. The title compound was purified by recrystallization from a mixture of diethyl ether and petroleum ether to afford 0.120 g of white crystals, m.p. 108–109° C. The reactants are CC(C)(C)c1ocnc1C=C(O)C(=O)NC(Cc1ccccc1)C(N)=O, Cc1ccccc1, Cc1ccc(S(=O)(=O)O)cc1. Product: CC(C)(C)c1ocnc1C=C1NC(=O)C(Cc2ccccc2)NC1=O. Reaction SMILES: [C:1]([CH3:2])([CH3:3])([CH3:4])[c:5]1[c:6]([CH:10]=[C:11]([C:12](=[O:13])[NH:14][CH:15]([CH2:16][c:17]2[cH:18][cH:19][cH:20][cH:21][cH:22]2)[C:23]([NH2:24])=[O:25])[OH:26])[n:7][cH:8][o:9]1.[CH3:38][c:39]1[cH:40][cH:41][cH:42][cH:43][cH:44]1.[c:27]1([CH3:28])[cH:29][cH:30][c:31]([S:32]([OH:33])(=[O:34])=[O:35])[cH:36][cH:37]1>>[C:1]([CH3:2])([CH3:3])([CH3:4])[c:5]1[c:6]([CH:10]=[C:11]2[C:12](=[O:13])[NH:14][CH:15]([CH2:16][c:17]3[cH:18][cH:19][cH:20][cH:21][cH:22]3)[C:23](=[O:25])[NH:24]2)[n:7][cH:8][o:9]1. Reactants: ClC(CN1C=C(C[C@H](NC(=O)OC(C)(C)C)C(=O)O)N=C1)(C(=O)C1=C(C=C(C=C1)Cl)Cl)C1=CC=CC=C1 (1-[2-chloro-3-(2,4-dichlorophenyl)-3-oxo-2-phenylpropyl]-N-[(1,1-dimethylethoxy)carbonyl]-L-histidine), CN1CCOCC1 (N-methylmorpholine), O.ON1N=NC2=C1C=CC=C2 (1-hydroxybenzotriazole hydrate), Cl.CC(C)(C)OC([C@@H](N)C)=O (L-alanine 1,1-dimethylethyl ester hydrochloride), Cl.CN(CCCN=C=NCC)C (N-(3-dimethylaminopropyl)-N'-ethylcarbodiimide hydrochloride). The solvent is ClCCl (dichloromethane). Reaction conditions: time 18 hour. The product is CC(C)(C)OC([C@@H](NC([C@@H](NC(=O)OC(C)(C)C)CC1=CN(C=N1)CC(C(=O)C1=C(C=C(C=C1)Cl)Cl)(C1=CC=CC=C1)Cl)=O)C)=O (N-[1-[2-chloro-3-(2,4-dichlorophenyl)-3-oxo-2-phenylpropyl]-N-[(1,1-dimethylethoxy)carbonyl]-L-histidyl]-L-alanine 1,1-dimethylethyl ester). Yield: 89.9%. RXN SMILES: [Cl:1][C:2]([C:32]1[CH:37]=[CH:36][CH:35]=[CH:34][CH:33]=1)([C:22]([C:24]1[CH:29]=[CH:28][C:27]([Cl:30])=[CH:26][C:25]=1[Cl:31])=[O:23])[CH2:3][N:4]1[CH:21]=[N:20][C:6]([CH2:7][C@@H:8]([C:17]([OH:19])=O)[NH:9][C:10]([O:12][C:13]([CH3:16])([CH3:15])[CH3:14])=[O:11])=[CH:5]1.CN1CCOCC1.O.ON1C2C=CC=CC=2N=N1.Cl.[CH3:57][C:58]([O:61][C:62](=[O:66])[C@H:63]([CH3:65])[NH2:64])([CH3:60])[CH3:59].Cl.CN(C)CCCN=C=NCC>ClCCl>[CH3:57][C:58]([O:61][C:62](=[O:66])[C@H:63]([CH3:65])[NH:64][C:17](=[O:19])[C@H:8]([CH2:7][C:6]1[N:20]=[CH:21][N:4]([CH2:3][C:2]([Cl:1])([C:32]2[CH:33]=[CH:34][CH:35]=[CH:36][CH:37]=2)[C:22]([C:24]2[CH:29]=[CH:28][C:27]([Cl:30])=[CH:26][C:25]=2[Cl:31])=[O:23])[CH:5]=1)[NH:9][C:10]([O:12][C:13]([CH3:14])([CH3:16])[CH3:15])=[O:11])([CH3:60])[CH3:59] |f:2.3,4.5,6.7|. Procedure: To a stirred mixture of 1-[2-chloro-3-(2,4-dichlorophenyl)-3-oxo-2-phenylpropyl]-N-[(1,1-dimethylethoxy)carbonyl]-L-histidine (1.14 g), N-methylmorpholine (461 μl), 1-hydroxybenzotriazole hydrate (277 mg) and L-alanine 1,1-dimethylethyl ester hydrochloride (364 mg) in dichloromethane (30 ml) was added N-(3-dimethylaminopropyl)-N'-ethylcarbodiimide hydrochloride (422 mg). The resulting mixture was stirred for 18 hours, and concentrated under reduced pressure to yield a residue which was partition... Reactants: Cc1ccccc1, Cc1ccc(S(=O)(=O)O)cc1, CCC(O)(c1ccoc1)c1ccoc1. Yields the product CC=C(c1ccoc1)c1ccoc1. RXN SMILES: [CH3:26][c:27]1[cH:28][cH:29][cH:30][cH:31][cH:32]1.[c:15]1([CH3:16])[cH:17][cH:18][c:19]([S:20]([OH:21])(=[O:22])=[O:23])[cH:24][cH:25]1.[o:1]1[cH:2][c:3]([C:6]([CH2:7][CH3:8])([OH:9])[c:10]2[cH:11][o:12][cH:13][cH:14]2)[cH:4][cH:5]1>>[o:1]1[cH:2][c:3]([C:6](=[CH:7][CH3:8])[c:10]2[cH:11][o:12][cH:13][cH:14]2)[cH:4][cH:5]1.